Dataset: the Open Reaction Database (ORD), a public repository of structured organic reaction records. Task: describe an organic reaction: reactants, conditions, products, and yield Reactants: [Al], C1CCOC1, [Cl-], O=C1CCCc2nc3ccccc3c(NCc3cccc(F)c3)c21, [Li], [NH4+]. Yields the product OC1CCCc2nc3ccccc3c(NCc3cccc(F)c3)c21. Reaction SMILES: [Al:25].[CH2:29]1[O:30][CH2:31][CH2:32][CH2:33]1.[Cl-:27].[F:1][c:2]1[cH:3][c:4]([CH2:5][NH:6][c:7]2[c:8]3[cH:9][cH:10][cH:11][cH:12][c:13]3[n:14][c:15]3[c:20]2[C:19](=[O:21])[CH2:18][CH2:17][CH2:16]3)[cH:22][cH:23][cH:24]1.[Li:26].[NH4+:28]>>[F:1][c:2]1[cH:3][c:4]([CH2:5][NH:6][c:7]2[c:8]3[cH:9][cH:10][cH:11][cH:12][c:13]3[n:14][c:15]3[c:20]2[CH:19]([OH:21])[CH2:18][CH2:17][CH2:16]3)[cH:22][cH:23][cH:24]1. Reactants: C(=O)(OC)C=P(C1=CC=CC=C1)(C1=CC=CC=C1)C1=CC=CC=C1 ((carbomethoxymethylene)triphenylphosphorane), COC1=CC=C(C=C1)/C(=C/C=O)/CCCC ((E)-3-(4-methoxyphenyl)-2-heptenal). The solvent is C(Cl)(Cl)(Cl)Cl (carbon tetrachloride), ClCCl (dichloromethane). Yields the product COC(\C=C\C=C(/CCCC)\C1=CC=C(C=C1)OC)=O ((E,E)-5-(4-methoxyphenyl)-2,4-nonadienoic acid methyl ester). RXN SMILES: [CH3:1][O:2][C:3]1[CH:8]=[CH:7][C:6](/[C:9](/[CH2:13][CH2:14][CH2:15][CH3:16])=[CH:10]/[CH:11]=O)=[CH:5][CH:4]=1.[C:17]([CH:21]=P(C1C=CC=CC=1)(C1C=CC=CC=1)C1C=CC=CC=1)([O:19][CH3:20])=[O:18]>C(Cl)(Cl)(Cl)Cl.ClCCl>[CH3:20][O:19][C:17](=[O:18])/[CH:21]=[CH:11]/[CH:10]=[C:9](/[C:6]1[CH:7]=[CH:8][C:3]([O:2][CH3:1])=[CH:4][CH:5]=1)\[CH2:13][CH2:14][CH2:15][CH3:16]. Reported procedure: As described in Example 99, (E)-3-(4-methoxyphenyl)-2-heptenal (10 g) was treated with (carbomethoxymethylene)triphenylphosphorane (17 g) in carbon tetrachloride (70 mL) and dichloromethane (15 mL) for 4 days at room temperature. The ester was isolated in the normal way and purified by HPLC (ether-hexane; 1:9) to furnish 8 g of (E,E)-5-(4-methoxyphenyl)-2,4-nonadienoic acid methyl ester, as an oil. Starting materials: BrC1=CC=CC=C1 (brombenzol), [Mg] (magnesium), C(C1=CC=CC=C1)N1CCC(=C(CC1)Cl)C=O (1-benzyl-5-chloro-2,3,6,7-tetrahydro-1H-azepine-4-carbaldehyde), II (iodine). Run in C(C)OCC (diethylether), C(C)OCC (diethylether), C(C)OCC (diethylether). Conditions: time 15 minute. The product is C(C1=CC=CC=C1)N1CCC(=C(CC1)Cl)C(O)C1=CC=CC=C1 ((1-Benzyl-5-chloro-2,3,6,7-tetrahydro-1H-azepin-4-yl)-phenyl-methanol). Isolated yield 323.0%. As a reaction SMILES: Br[C:2]1[CH:7]=[CH:6][CH:5]=[CH:4][CH:3]=1.[Mg].II.[CH2:11]([N:18]1[CH2:24][CH2:23][C:22]([Cl:25])=[C:21]([CH:26]=[O:27])[CH2:20][CH2:19]1)[C:12]1[CH:17]=[CH:16][CH:15]=[CH:14][CH:13]=1>C(OCC)C>[CH2:11]([N:18]1[CH2:24][CH2:23][C:22]([Cl:25])=[C:21]([CH:26]([C:2]2[CH:7]=[CH:6][CH:5]=[CH:4][CH:3]=2)[OH:27])[CH2:20][CH2:19]1)[C:12]1[CH:13]=[CH:14][CH:15]=[CH:16][CH:17]=1. Reported procedure: 136.6 g brombenzol in 300 mL diethylether was added to 21.2 g magnesium in 100 mL diethylether. The Grignard reaction is initiated with a small amount of iodine, kept at reflux by adding the bromebenzole and stirred additional 15 min for completion. Then, 21.2 g 1-benzyl-5-chloro-2,3,6,7-tetrahydro-1H-azepine-4-carbaldehyde in 300 mL diethylether was added. The mixture was stirred 2 h at 50° C. and quenched with 200 ml 6 M HCl solution at 0° C. The reaction was filtered and the filtrate was wash... Reactants: C27H27N9O, C1(=CC=CC=C1)N(C(=O)C1=CC2=C(N(C(=N2)CCC2=CC=C(C=C2)C#N)C)C=C1)CCC1=NN=NN1 (1-methyl-2-[2-(4-cyanophenyl)ethyl]benzimidazol-5-yl-carboxylic acid-N-phenyl-N-[2-(1H-tetrazol-5-yl)ethyl]amide), Cl (hydrochloric acid), C([O-])([O-])=O.[NH4+].[NH4+] (ammonium carbonate). Solvent: C(C)O (ethanol). The product is Cl.C1(=CC=CC=C1)N(C(=O)C1=CC2=C(N(C(=N2)CCC2=CC=C(C=C2)C(N)=N)C)C=C1)CCC1=NN=NN1 (1-Methyl-2-[2-(4-amidinophenyl)ethyl]benzimidazol-5-yl-carboxylic acid-N-phenyl-N-[2-(1H-tetrazol-5-yl)ethyl]amide hydrochloride). The yield is 92.0%. As a reaction SMILES: [C:1]1([N:7]([CH2:30][CH2:31][C:32]2[NH:36][N:35]=[N:34][N:33]=2)[C:8]([C:10]2[CH:29]=[CH:28][C:13]3[N:14]([CH3:27])[C:15]([CH2:17][CH2:18][C:19]4[CH:24]=[CH:23][C:22]([C:25]#[N:26])=[CH:21][CH:20]=4)=[N:16][C:12]=3[CH:11]=2)=[O:9])[CH:6]=[CH:5][CH:4]=[CH:3][CH:2]=1.[ClH:37].C(=O)([O-])[O-].[NH4+:42].[NH4+]>C(O)C>[ClH:37].[C:1]1([N:7]([CH2:30][CH2:31][C:32]2[NH:36][N:35]=[N:34][N:33]=2)[C:8]([C:10]2[CH:29]=[CH:28][C:13]3[N:14]([CH3:27])[C:15]([CH2:17][CH2:18][C:19]4[CH:24]=[CH:23][C:22]([C:25](=[NH:42])[NH2:26])=[CH:21][CH:20]=4)=[N:16][C:12]=3[CH:11]=2)=[O:9])[CH:6]=[CH:5][CH:4]=[CH:3][CH:2]=1 |f:2.3.4,6.7|. Procedure: Prepared analogously to Example 25d from 1-methyl-2-[2-(4-cyanophenyl)ethyl]benzimidazol-5-yl-carboxylic acid-N-phenyl-N-[2-(1H-tetrazol-5-yl)ethyl]amide and ethanolic hydrochloric acid, ethanol, and ammonium carbonate. Yield: 92% of theory, C27H27N9O (493.6); EKA mass spectrum: (M+H)+=494; (M+Na)+=516; (M+2H)++=258.7. Starting materials: C\C(=C/CCI)\CC\C=C(\CCC=C(C)C)/C ((E,E)-4,8,12-trimethyl-3,7,11-tridecatrienyl iodide), O (water), [OH-].[Na+] (sodium hydroxide), C(C)(=O)SCP(OCC)(OCC)=O (diethyl acetylthiomethylphosphonate), [OH-].[Na+] (sodium hydroxide). Solvent: C(C)O (ethanol), C(C)O (ethanol). Conditions: time 8 hour. The product is C\C(=C/CCSCP(OCC)(OCC)=O)\CC\C=C(\CCC=C(C)C)/C (Diethyl [(E,E)-4,8,12-trimethyl-3,7,11-tridecatrienyl]thiomethylphosphonate). Isolated yield 94.2%. RXN SMILES: [OH-].[Na+].[C:3]([S:6][CH2:7][P:8](=[O:15])([O:12][CH2:13][CH3:14])[O:9][CH2:10][CH3:11])(=O)[CH3:4].[CH3:16]/[C:17](/[CH2:22][CH2:23]/[CH:24]=[C:25](\[CH3:32])/[CH2:26][CH2:27][CH:28]=[C:29]([CH3:31])[CH3:30])=[CH:18]\CCI.O>C(O)C>[CH3:18]/[C:17](/[CH2:22][CH2:23]/[CH:24]=[C:25](\[CH3:32])/[CH2:26][CH2:27][CH:28]=[C:29]([CH3:31])[CH3:30])=[CH:16]\[CH2:4][CH2:3][S:6][CH2:7][P:8](=[O:15])([O:12][CH2:13][CH3:14])[O:9][CH2:10][CH3:11] |f:0.1|. Reported procedure: Solid sodium hydroxide (0.14 g, 3.5 mmol) was added to a stirred solution of diethyl acetylthiomethylphosphonate (0.59 g, 2.5 mmol) in ethanol (10 mL). The resulting mixture was stirred at room temperature under nitrogen until all the sodium hydroxide dissolved, then added a solution of (E,E)-4,8,12-trimethyl-3,7,11-tridecatrienyl iodide (0.84 g, 2.4 mmol) in ethanol (2 mL). The resulting mixture was stirred at room temperature under nitrogen overnight. The reaction mixture was poured into cold ... The reactants are ClC1=NC(=CC(=C1)C1=CN(C2=NC=CN=C21)S(=O)(=O)C2=CC=CC=C2)Cl (7-(2,6-dichloropyridin-4-yl)-5-(phenylsulfonyl)-5H-pyrrolo[2,3-b]pyrazine), [OH-].[K+] (potassium hydroxide). Solvent: C(C)O (ethanol), O (water). Reaction conditions: temperature 50 celsius. The product is ClC1=NC(=CC(=C1)C1=CNC2=NC=CN=C21)Cl (7-(2,6-dichloropyridin-4-yl)-5H-pyrrolo[2,3-b]pyrazine). Reaction SMILES: [Cl:1][C:2]1[CH:7]=[C:6]([C:8]2[C:16]3[C:11](=[N:12][CH:13]=[CH:14][N:15]=3)[N:10](S(C3C=CC=CC=3)(=O)=O)[CH:9]=2)[CH:5]=[C:4]([Cl:26])[N:3]=1.[OH-].[K+]>C(O)C.O>[Cl:26][C:4]1[CH:5]=[C:6]([C:8]2[C:16]3[C:11](=[N:12][CH:13]=[CH:14][N:15]=3)[NH:10][CH:9]=2)[CH:7]=[C:2]([Cl:1])[N:3]=1 |f:1.2|. Procedure: A suspension of EXAMPLE 14A (0.300 g, 0.740 mmol) in ethanol (6 mL) was treated with a solution of potassium hydroxide (0.166 g, 2.96 mmol) in water (1.5 mL). The mixture was heated at 50° C. for 1.5 h. After cooling, the mixture was concentrated and 20% brine, sodium bicarbonate, and ethyl acetate were added. The suspension in both layers was filtered, washed with water, and dried to give the title compound. The organic layer in the filtrate was separated, dried, and concentrated. The residue w... The reactants are COc1ccc(Cc2cc(C3(OC)OC(C=O)C(OCc4ccccc4)C(OCc4ccccc4)C3OCc3ccccc3)ccc2Cl)c(F)c1F, C=O, C1COCCO1, [Na+], [OH-]. Product: COc1ccc(Cc2cc(C3(OC)OC(C=O)(CO)C(OCc4ccccc4)C(OCc4ccccc4)C3OCc3ccccc3)ccc2Cl)c(F)c1F. RXN SMILES: [CH2:1]([c:2]1[cH:3][cH:4][cH:5][cH:6][cH:7]1)[O:8][CH:9]1[CH:10]([CH:51]=[O:52])[O:11][C:12]([O:31][CH3:32])([c:33]2[cH:34][c:35]([CH2:40][c:41]3[c:42]([F:50])[c:43]([F:49])[c:44]([O:47][CH3:48])[cH:45][cH:46]3)[c:36]([Cl:39])[cH:37][cH:38]2)[CH:13]([O:23][CH2:24][c:25]2[cH:26][cH:27][cH:28][cH:29][cH:30]2)[CH:14]1[O:15][CH2:16][c:17]1[cH:18][cH:19][cH:20][cH:21][cH:22]1.[CH2:53]=[O:54].[CH2:57]1[O:58][CH2:59][CH2:60][O:61][CH2:62]1.[Na+:56].[OH-:55]>>[CH2:1]([c:2]1[cH:3][cH:4][cH:5][cH:6][cH:7]1)[O:8][CH:9]1[C:10]([CH:51]=[O:52])([CH2:53][OH:54])[O:11][C:12]([O:31][CH3:32])([c:33]2[cH:34][c:35]([CH2:40][c:41]3[c:42]([F:50])[c:43]([F:49])[c:44]([O:47][CH3:48])[cH:45][cH:46]3)[c:36]([Cl:39])[cH:37][cH:38]2)[CH:13]([O:23][CH2:24][c:25]2[cH:26][cH:27][cH:28][cH:29][cH:30]2)[CH:14]1[O:15][CH2:16][c:17]1[cH:18][cH:19][cH:20][cH:21][cH:22]1.